This data is from the Open Reaction Database (ORD), a public repository of structured organic reaction records. The task is: describe an organic reaction: reactants, conditions, products, and yield The reactants are N#Cc1cnc2cnc(F)cc2c1Nc1cccc(Br)c1, COc1ccc(CN)cc1, CO, CCO, ClC(Cl)Cl. The product is COc1ccc(CNc2cc3c(Nc4cccc(Br)c4)c(C#N)cnc3cn2)cc1. Reaction SMILES: [Br:1][c:2]1[cH:3][c:4]([NH:8][c:9]2[c:10]([C:20]#[N:21])[cH:11][n:12][c:13]3[cH:14][n:15][c:16]([F:19])[cH:17][c:18]23)[cH:5][cH:6][cH:7]1.[CH3:22][O:23][c:24]1[cH:25][cH:26][c:27]([CH2:28][NH2:29])[cH:30][cH:31]1.[CH3:36][OH:37].[CH3:38][CH2:39][OH:40].[CH:32]([Cl:33])([Cl:34])[Cl:35]>>[Br:1][c:2]1[cH:3][c:4]([NH:8][c:9]2[c:10]([C:20]#[N:21])[cH:11][n:12][c:13]3[cH:14][n:15][c:16]([NH:29][CH2:28][c:27]4[cH:26][cH:25][c:24]([O:23][CH3:22])[cH:31][cH:30]4)[cH:17][c:18]23)[cH:5][cH:6][cH:7]1. Starting materials: N (ammonia), BrCCCC(OC)(OC)OC (1-bromo-4,4,4-trimethoxybutane), [NH2-].[Li+] (lithium amide), liquid, N (ammonia), O1C(=CC=C1)C(CC#C)OC (4-(2-furyl)-4-methoxy-1-butyne). Run in O1CCCC1 (tetrahydrofuran), O1CCCC1 (tetrahydrofuran). The product is O1C(=CC=C1)C(CC#CCCCC(OC)(OC)OC)OC (8-(2-furyl)-1,1,1,8-tetramethoxy-5-octyne). The yield is 120.9%. As a reaction SMILES: [NH2-].[Li+].N.[O:4]1[CH:8]=[CH:7][CH:6]=[C:5]1[CH:9]([O:13][CH3:14])[CH2:10][C:11]#[CH:12].Br[CH2:16][CH2:17][CH2:18][C:19]([O:24][CH3:25])([O:22][CH3:23])[O:20][CH3:21]>O1CCCC1>[O:4]1[CH:8]=[CH:7][CH:6]=[C:5]1[CH:9]([O:13][CH3:14])[CH2:10][C:11]#[C:12][CH2:16][CH2:17][CH2:18][C:19]([O:24][CH3:25])([O:22][CH3:23])[O:20][CH3:21] |f:0.1|. Reported procedure: To a stirred solution of 4.09 g of lithium amide and 200 ml of liquid ammonia was added dropwise a solution of 24.3 g of 4-(2-furyl)-4-methoxy-1-butyne in 20 ml of tetrahydrofuran during 10 minutes. The mixture was stirred under reflux for 30 minutes and then treated dropwise with a solution of 40.4 g of 1-bromo-4,4,4-trimethoxybutane (U.S. Pat. No. 3,864,387) in 40 ml of tetrahydrofuran during 10 minutes. This solution was stirred under reflux for 60 minutes, the ammonia was allowed to evaporat... Starting materials: BrCCc1ccc2c(c1)CCO2, CCOC(C)=O, O=C(NC1CN2CCC1CC2)OC(c1cccc(F)c1)c1cccc(F)c1. The product is [Br-], O=C(NC1C[N+]2(CCc3ccc4c(c3)CCO4)CCC1CC2)OC(c1cccc(F)c1)c1cccc(F)c1. Reaction SMILES: [Br:28][CH2:29][CH2:30][c:31]1[cH:32][cH:33][c:34]2[c:35]([cH:39]1)[CH2:36][CH2:37][O:38]2.[CH3:40][CH2:41][O:42][C:43](=[O:44])[CH3:45].[N:1]12[CH2:2][CH:3]([NH:9][C:10]([O:11][CH:12]([c:13]3[cH:14][c:15]([F:19])[cH:16][cH:17][cH:18]3)[c:20]3[cH:21][c:22]([F:26])[cH:23][cH:24][cH:25]3)=[O:27])[CH:4]([CH2:5][CH2:6]1)[CH2:7][CH2:8]2>>[Br-:28].[N+:1]12([CH2:29][CH2:30][c:31]3[cH:32][cH:33][c:34]4[c:35]([cH:39]3)[CH2:36][CH2:37][O:38]4)[CH2:2][CH:3]([NH:9][C:10]([O:11][CH:12]([c:13]3[cH:14][c:15]([F:19])[cH:16][cH:17][cH:18]3)[c:20]3[cH:21][c:22]([F:26])[cH:23][cH:24][cH:25]3)=[O:27])[CH:4]([CH2:5][CH2:6]1)[CH2:7][CH2:8]2. Starting materials: OC[C@H](CC1=CC=CC=C1)NC1=C(C(NC=C1)=O)C=1NC2=C(N1)C(=CC(=C2)C#N)C ((S)-2-[4-(1-hydroxymethyl-2-phenyl-ethylamino)-2-oxo-1,2-dihydro-pyridin-3-yl]-7-methyl-3H-benzimidazole-5-carbonitrile), C(C)O (ethanol). Run at time 14 hour. Yields the product C(C)OC(=N)C1=CC2=C(N=C(N2)C=2C(NC=CC2N[C@@H](CC2=CC=CC=C2)CO)=O)C(=C1)C ((S)-2-[4-(1-Hydroxymethyl-2-phenyl-ethylamino)-2-oxo-1,2-dihydro-pyridin-3-yl]-7-methyl-3H-benzimidazole-5-carboximidic ethyl ester). Reaction SMILES: [OH:1][CH2:2][C@@H:3]([NH:11][C:12]1[CH:17]=[CH:16][NH:15][C:14](=[O:18])[C:13]=1[C:19]1[NH:20][C:21]2[CH:27]=[C:26]([C:28]#[N:29])[CH:25]=[C:24]([CH3:30])[C:22]=2[N:23]=1)[CH2:4][C:5]1[CH:10]=[CH:9][CH:8]=[CH:7][CH:6]=1.[CH2:31]([OH:33])[CH3:32]>>[CH2:31]([O:33][C:28]([C:26]1[CH:25]=[C:24]([CH3:30])[C:22]2[N:23]=[C:19]([C:13]3[C:14](=[O:18])[NH:15][CH:16]=[CH:17][C:12]=3[NH:11][C@H:3]([CH2:2][OH:1])[CH2:4][C:5]3[CH:10]=[CH:9][CH:8]=[CH:7][CH:6]=3)[NH:20][C:21]=2[CH:27]=1)=[NH:29])[CH3:32]. Reported procedure: To a suspension of (S)-2-[4-(1-hydroxymethyl-2-phenyl-ethylamino)-2-oxo-1,2-dihydro-pyridin-3-yl]-7-methyl-3H-benzimidazole-5-carbonitrile (0.8 g, 2.0 mmol) in ethanol (anhydrous, 80 mL) was bubbled HCl (anhydrous) at 0° C. until saturation. The mixture became a clear solution after a few minutes of bubbling and the solution was stirred at room temperature for 14 h. After concentration in vacuo, the crude product (0.89 g, 100%) was directly used for the next step without purification. LCMS (M+H)... The reactants are CC(=O)O, [BH3-]C#N, Nc1ncnn2c(-c3csc(C4CCNCC4)n3)cc(-c3ccc4cn(Cc5ccccc5)nc4c3)c12, CCOC1(O[Si](C)(C)C)CC1, CO, Cl, [Na+], [Na+], [OH-]. Product: Nc1ncnn2c(-c3csc(C4CCN(C5CC5)CC4)n3)cc(-c3ccc4cn(Cc5ccccc5)nc4c3)c12. RXN SMILES: [C:39]([OH:40])(=[O:41])[CH3:42].[C:54]([BH3-:55])#[N:56].[CH2:2]([c:3]1[cH:4][cH:5][cH:6][cH:7][cH:8]1)[n:9]1[n:10][c:11]2[cH:12][c:13](-[c:18]3[cH:19][c:20](-[c:28]4[n:29][c:30]([CH:33]5[CH2:34][CH2:35][NH:36][CH2:37][CH2:38]5)[s:31][cH:32]4)[n:21]4[n:22][cH:23][n:24][c:25]([NH2:27])[c:26]34)[cH:14][cH:15][c:16]2[cH:17]1.[CH2:43]([O:44][C:46]1([O:45][Si:49]([CH3:50])([CH3:51])[CH3:52])[CH2:47][CH2:48]1)[CH3:53].[CH3:60][OH:61].[ClH:1].[Na+:57].[Na+:59].[OH-:58]>>[CH2:2]([c:3]1[cH:4][cH:5][cH:6][cH:7][cH:8]1)[n:9]1[n:10][c:11]2[cH:12][c:13](-[c:18]3[cH:19][c:20](-[c:28]4[n:29][c:30]([CH:33]5[CH2:34][CH2:35][N:36]([CH:46]6[CH2:47][CH2:48]6)[CH2:37][CH2:38]5)[s:31][cH:32]4)[n:21]4[n:22][cH:23][n:24][c:25]([NH2:27])[c:26]34)[cH:14][cH:15][c:16]2[cH:17]1.